This data is from the Open Reaction Database (ORD), a public repository of structured organic reaction records. The task is: describe an organic reaction: reactants, conditions, products, and yield Starting materials: C(C)OC(COC1=C(C=C(C=C1C)NCC1=C(N=C(O1)C1=CC=C(C=C1)C(F)(F)F)C)C)=O ((2,6-dimethyl-4-{[4-methyl-2-(4-trifluoromethyl-phenyl)-oxazol-5-ylmethyl]-amino}-phenoxy)-acetic acid ethyl ester), CI (methyl iodide), C(C)I (ethyl iodide). The product is C(C)OC(COC1=C(C=C(C=C1C)N(CC1=C(N=C(O1)C1=CC=C(C=C1)C(F)(F)F)C)C)C)=O ((2,6-Dimethyl-4-{methyl-[4-methyl-2-(4-trifluoromethyl-phenyl)-oxazol-5-ylmethyl]-amino}-phenoxy)-acetic acid ethyl ester). As a reaction SMILES: [CH2:1]([O:3][C:4](=[O:33])[CH2:5][O:6][C:7]1[C:12]([CH3:13])=[CH:11][C:10]([NH:14][CH2:15][C:16]2[O:20][C:19]([C:21]3[CH:26]=[CH:25][C:24]([C:27]([F:30])([F:29])[F:28])=[CH:23][CH:22]=3)=[N:18][C:17]=2[CH3:31])=[CH:9][C:8]=1[CH3:32])[CH3:2].CI.[CH2:36](I)C>>[CH2:1]([O:3][C:4](=[O:33])[CH2:5][O:6][C:7]1[C:12]([CH3:13])=[CH:11][C:10]([N:14]([CH3:36])[CH2:15][C:16]2[O:20][C:19]([C:21]3[CH:22]=[CH:23][C:24]([C:27]([F:28])([F:30])[F:29])=[CH:25][CH:26]=3)=[N:18][C:17]=2[CH3:31])=[CH:9][C:8]=1[CH3:32])[CH3:2]. Procedure details: The title compound was prepared in analogy to example 15.4 from the above prepared (2,6-dimethyl-4-{[4-methyl-2-(4-trifluoromethyl-phenyl)-oxazol-5-ylmethyl]-amino}-phenoxy)-acetic acid ethyl ester, but using methyl iodide as electrophile instead of ethyl iodide, as off-white solid, MS: 477.5 (MH)+. Starting materials: NC1=NC=NC2=C1N=C(N=C2N2CCS(CC2)=O)Cl (8-amino-2-chloro-4-(1-oxido-thiomorpholino)-pyrimido-[5,4-d]-pyrimidine), C(=O)N1CCNCC1 (N-formyl-piperazine). Yields the product NC1=NC=NC2=C1N=C(N=C2N2CCS(CC2)=O)N2CCN(CC2)C=O (8-Amino-2-(N-formyl-piperazino)-4-(1-oxido-thiomorpholino)-pyrimido-[5,4-d]-pyrimidine). Reaction SMILES: [NH2:1][C:2]1[C:7]2[N:8]=[C:9](Cl)[N:10]=[C:11]([N:12]3[CH2:17][CH2:16][S:15](=[O:18])[CH2:14][CH2:13]3)[C:6]=2[N:5]=[CH:4][N:3]=1.[CH:20]([N:22]1[CH2:27][CH2:26][NH:25][CH2:24][CH2:23]1)=[O:21]>>[NH2:1][C:2]1[C:7]2[N:8]=[C:9]([N:25]3[CH2:26][CH2:27][N:22]([CH:20]=[O:21])[CH2:23][CH2:24]3)[N:10]=[C:11]([N:12]3[CH2:17][CH2:16][S:15](=[O:18])[CH2:14][CH2:13]3)[C:6]=2[N:5]=[CH:4][N:3]=1. Reported procedure: This compound was prepared analogous to Example 181 from 8-amino-2-chloro-4-(1-oxido-thiomorpholino)-pyrimido-[5,4-d]-pyrimidine (m.p.: 270°-272° C., decomp.) and N-formyl-piperazine at 130° C. Starting materials: ClC1=NN=C(C2=CC=CC=C12)C1=CC=C(C=C1)Cl (1-Chloro-4-(4-chlorophenyl)phthalazine), O.C1(=CC=C(C=C1)S(=O)(=O)O)C (p-toluenesulfonic acid monohydrate), N1=CC=C(C2=NC=CC=C12)SC1=CC=C(C=C1)N (4-(1,5-naphthyridin-4-ylthio)benzenamine). The solvent is C(C)(C)(C)O (t-butanol). Run at temperature 100 celsius, time 2 hour. Yields the product N1=CC=C(C2=NC=CC=C12)SC1=CC=C(C=C1)NC1=NN=C(C2=CC=CC=C12)C1=CC=C(C=C1)Cl (N-(4-(1,5-naphthyridin-4-ylthio)phenyl)-4-(4-chlorophenyl)phthalazin-1-amine). As a reaction SMILES: Cl[C:2]1[C:11]2[C:6](=[CH:7][CH:8]=[CH:9][CH:10]=2)[C:5]([C:12]2[CH:17]=[CH:16][C:15]([Cl:18])=[CH:14][CH:13]=2)=[N:4][N:3]=1.O.C1(C)C=CC(S(O)(=O)=O)=CC=1.[N:31]1[C:40]2[C:35](=[N:36][CH:37]=[CH:38][CH:39]=2)[C:34]([S:41][C:42]2[CH:47]=[CH:46][C:45]([NH2:48])=[CH:44][CH:43]=2)=[CH:33][CH:32]=1>C(O)(C)(C)C>[N:31]1[C:40]2[C:35](=[N:36][CH:37]=[CH:38][CH:39]=2)[C:34]([S:41][C:42]2[CH:47]=[CH:46][C:45]([NH:48][C:2]3[C:11]4[C:6](=[CH:7][CH:8]=[CH:9][CH:10]=4)[C:5]([C:12]4[CH:17]=[CH:16][C:15]([Cl:18])=[CH:14][CH:13]=4)=[N:4][N:3]=3)=[CH:44][CH:43]=2)=[CH:33][CH:32]=1 |f:1.2|. Procedure: 1-Chloro-4-(4-chlorophenyl)phthalazine (30 mg, 109 μmol), p-toluenesulfonic acid monohydrate (10 mg, 55 μmol) and 4-(1,5-naphthyridin-4-ylthio)benzenamine (33 mg, 131 μmol) were combined in t-butanol in a sealed tube and the reaction mixture was stirred at 100° C. for 2 h. The mixture was concentrated in vacuo and the crude material was purified by silica gel chromatography (0 to 100% 90/10/1 CH2Cl2/MeOH/NH4OH) in CH2Cl2. The material was further purified by silica gel chromatography (0 to 100% ... Reactants: NC=1NS(N=C(N1)CCSC)(=O)=O (3-amino-5-[2-(methylthio)ethyl]-1,2,4,6-thiatriazine-1,1-dioxide), ClC1=CC(=CC=C1)C(=O)OO (m-chloroperbenzoic acid). The solvent is CO (methanol), C(Cl)(Cl)Cl (chloroform). The product is NC=1NS(N=C(N1)CCS(=O)C)(=O)=O (3-Amino-5-[2-(methylsulfinyl)ethyl]-1,2,4,6-thiatriazine-1,1-dioxide). Isolated yield 96.9%. As a reaction SMILES: [NH2:1][C:2]1[NH:3][S:4](=[O:13])(=[O:12])[N:5]=[C:6]([CH2:8][CH2:9][S:10][CH3:11])[N:7]=1.ClC1C=CC=C(C(OO)=[O:22])C=1>CO.C(Cl)(Cl)Cl>[NH2:1][C:2]1[NH:3][S:4](=[O:13])(=[O:12])[N:5]=[C:6]([CH2:8][CH2:9][S:10]([CH3:11])=[O:22])[N:7]=1. Reported procedure: To a solution of 3-amino-5-[2-(methylthio)ethyl]-1,2,4,6-thiatriazine-1,1-dioxide (1.22 gm, 5.5 mmol) in warm methanol (20 ml) there was added dropwise a solution of 80% pure m-chloroperbenzoic acid (1.2 gm, 5.6 mmol) in chloroform (20 ml). The product crystallized from solution during the addition and was collected by filtration and washed with diethyl ether to give 1.27 gm of pure product, m.p. 180°-182° C. Reactants: O=C1C(=CN=C(N1CC(=O)NC(C(C(F)(F)F)O[Si](C)(C)C(C)(C)C)C(C)C)C1=CC=CC=C1)NC(=O)NCC=1C=NC=CC1 (2-[6-Oxo-2-phenyl-5-[3-(3-pyridylmethyl)ureido]-1,6-dihydro-1-pyrimidinyl]-N-(2-tert-butyldimethylsilyloxy-3,3,3-trifluoro-1-isopropylpropyl)acetamide). Solvent: CO.ClCCl (methanol dichloromethane). The product is O=C1C(=CN=C(N1CC(=O)NC(C(C(F)(F)F)O)C(C)C)C1=CC=CC=C1)NC(=O)NCC=1C=NC=CC1 (2-[6-oxo-2-phenyl-5-[3-(3-pyridyl)methylureido]-1,6-dihydro-1-pyrimidinyl]-N-(3,3,3-trifluoro-2-hydroxy-1-isopropylpropyl)acetamide). Reaction SMILES: [O:1]=[C:2]1[N:7]([CH2:8][C:9]([NH:11][CH:12]([CH:26]([CH3:28])[CH3:27])[CH:13]([O:18][Si](C(C)(C)C)(C)C)[C:14]([F:17])([F:16])[F:15])=[O:10])[C:6]([C:29]2[CH:34]=[CH:33][CH:32]=[CH:31][CH:30]=2)=[N:5][CH:4]=[C:3]1[NH:35][C:36]([NH:38][CH2:39][C:40]1[CH:41]=[N:42][CH:43]=[CH:44][CH:45]=1)=[O:37]>CO.ClCCl>[O:1]=[C:2]1[N:7]([CH2:8][C:9]([NH:11][CH:12]([CH:26]([CH3:28])[CH3:27])[CH:13]([OH:18])[C:14]([F:15])([F:17])[F:16])=[O:10])[C:6]([C:29]2[CH:34]=[CH:33][CH:32]=[CH:31][CH:30]=2)=[N:5][CH:4]=[C:3]1[NH:35][C:36]([NH:38][CH2:39][C:40]1[CH:41]=[N:42][CH:43]=[CH:44][CH:45]=1)=[O:37] |f:1.2|. Procedure details: 2-[6-Oxo-2-phenyl-5-[3-(3-pyridylmethyl)ureido]-1,6-dihydro-1-pyrimidinyl]-N-(2-tert-butyldimethylsilyloxy-3,3,3-trifluoro-1-isopropylpropyl)acetamide was subjected to a method similar to that described in Example 2.d. Chromatography, with methanol:dichloromethane (5:95) as the eluent, gave 2-[6-oxo-2-phenyl-5-[3-(3-pyridyl)methylureido]-1,6-dihydro-1-pyrimidinyl]-N-(3,3,3-trifluoro-2-hydroxy-1-isopropylpropyl)acetamide as a white solid; MS: m/z=533(M+1). The reactants are OC1=CC=C(C=O)C=C1 (4-hydroxybenzaldehyde), C(CCCC)[C@@H]1CC[C@H](CC1)CCCBr (3-(trans-4-pentylcyclohexyl)-1-propyl bromide), C([O-])([O-])=O.[K+].[K+] (potassium carbonate). Solvent: CC(CC)=O (butanone). Product: C(CCCC)[C@@H]1CC[C@H](CC1)CCCOC1=CC=C(C=O)C=C1 (4-[3-(trans-4-pentylcyclohexyl)-1-propyloxy]benzaldehyde). Isolated yield 121.9%. RXN SMILES: [OH:1][C:2]1[CH:9]=[CH:8][C:5]([CH:6]=[O:7])=[CH:4][CH:3]=1.[CH2:10]([C@H:15]1[CH2:20][CH2:19][C@H:18]([CH2:21][CH2:22][CH2:23]Br)[CH2:17][CH2:16]1)[CH2:11][CH2:12][CH2:13][CH3:14].C(=O)([O-])[O-].[K+].[K+]>CC(=O)CC>[CH2:10]([C@H:15]1[CH2:20][CH2:19][C@H:18]([CH2:21][CH2:22][CH2:23][O:1][C:2]2[CH:9]=[CH:8][C:5]([CH:6]=[O:7])=[CH:4][CH:3]=2)[CH2:17][CH2:16]1)[CH2:11][CH2:12][CH2:13][CH3:14] |f:2.3.4|. Reported procedure: 1.9 g of 4-hydroxybenzaldehyde, 5.0 g of 3-(trans-4-pentylcyclohexyl)-1-propyl bromide 8.3 g of potassium carbonate and 50 ml of butanone were reacted in an analogous manner to Example 1 to give 6.0 g of 4-[3-(trans-4-pentylcyclohexyl)-1-propyloxy]benzaldehyde. Reactants: CC(C)(C)OC(=O)NCC12CN(c3c(F)cc4c(=O)c(C(=O)O)cn(C5CC5F)c4c3F)CC1CCO2, Cl. Yields the product Cl, NCC12CN(c3c(F)cc4c(=O)c(C(=O)O)cn(C5CC5F)c4c3F)CC1CCO2. As a reaction SMILES: [C:1]([O:2][C:3](=[O:4])[NH:8][CH2:9][C:10]12[O:11][CH2:12][CH2:13][CH:14]1[CH2:15][N:16]([c:18]1[c:19]([F:37])[cH:20][c:21]3[c:22](=[O:36])[c:23]([C:33](=[O:34])[OH:35])[cH:24][n:25]([CH:29]4[CH:30]([F:32])[CH2:31]4)[c:26]3[c:27]1[F:28])[CH2:17]2)([CH3:5])([CH3:6])[CH3:7].[ClH:38]>>[ClH:38].[NH2:8][CH2:9][C:10]12[O:11][CH2:12][CH2:13][CH:14]1[CH2:15][N:16]([c:18]1[c:19]([F:37])[cH:20][c:21]3[c:22](=[O:36])[c:23]([C:33](=[O:34])[OH:35])[cH:24][n:25]([CH:29]4[CH:30]([F:32])[CH2:31]4)[c:26]3[c:27]1[F:28])[CH2:17]2.